Dataset: the Open Reaction Database (ORD), a public repository of structured organic reaction records. Task: describe an organic reaction: reactants, conditions, products, and yield Starting materials: Cn1nccc1B1OC(C)(C)C(C)(C)O1, CC1(C)OCCn2c1nc(C(=O)NCc1ccc(F)cc1I)c(OCc1ccccc1)c2=O, [Na+], [Na+], O=C([O-])[O-], c1ccc(P(c2ccccc2)(c2ccccc2)[Pd](P(c2ccccc2)(c2ccccc2)c2ccccc2)(P(c2ccccc2)(c2ccccc2)c2ccccc2)P(c2ccccc2)(c2ccccc2)c2ccccc2)cc1. The product is Cn1nccc1-c1cc(F)ccc1CNC(=O)c1nc2n(c(=O)c1OCc1ccccc1)CCOC2(C)C. Reaction SMILES: [CH3:34][n:35]1[n:36][cH:37][cH:38][c:39]1[B:40]1[O:41][C:42]([CH3:43])([CH3:44])[C:45]([CH3:46])([CH3:47])[O:48]1.[F:1][c:2]1[cH:3][c:4]([I:33])[c:5]([CH2:6][NH:7][C:8](=[O:9])[c:10]2[n:11][c:12]3[n:17]([c:18](=[O:28])[c:19]2[O:20][CH2:21][c:22]2[cH:23][cH:24][cH:25][cH:26][cH:27]2)[CH2:16][CH2:15][O:14][C:13]3([CH3:29])[CH3:30])[cH:31][cH:32]1.[Na+:49].[Na+:50].[O-:51][C:52](=[O:53])[O-:54].[cH:55]1[cH:56][cH:57][c:58]([P:59]([Pd:60]([P:61]([c:62]2[cH:63][cH:64][cH:65][cH:66][cH:67]2)([c:68]2[cH:69][cH:70][cH:71][cH:72][cH:73]2)[c:74]2[cH:75][cH:76][cH:77][cH:78][cH:79]2)([P:80]([c:81]2[cH:82][cH:83][cH:84][cH:85][cH:86]2)([c:87]2[cH:88][cH:89][cH:90][cH:91][cH:92]2)[c:93]2[cH:94][cH:95][cH:96][cH:97][cH:98]2)[P:99]([c:100]2[cH:101][cH:102][cH:103][cH:104][cH:105]2)([c:106]2[cH:107][cH:108][cH:109][cH:110][cH:111]2)[c:112]2[cH:113][cH:114][cH:115][cH:116][cH:117]2)([c:118]2[cH:119][cH:120][cH:121][cH:122][cH:123]2)[c:124]2[cH:125][cH:126][cH:127][cH:128][cH:129]2)[cH:130][cH:131]1>>[F:1][c:2]1[cH:3][c:4](-[c:39]2[n:35]([CH3:34])[n:36][cH:37][cH:38]2)[c:5]([CH2:6][NH:7][C:8](=[O:9])[c:10]2[n:11][c:12]3[n:17]([c:18](=[O:28])[c:19]2[O:20][CH2:21][c:22]2[cH:23][cH:24][cH:25][cH:26][cH:27]2)[CH2:16][CH2:15][O:14][C:13]3([CH3:29])[CH3:30])[cH:31][cH:32]1.